This data is from the Open Reaction Database (ORD), a public repository of structured organic reaction records. The task is: describe an organic reaction: reactants, conditions, products, and yield The reactants are O=C([O-])[O-], CCOC(=O)Cc1ccc(OC)c(B2OC(C)(C)C(C)(C)O2)c1, N#Cc1cccnc1Cl, [K+], [K+], O, c1ccc(P(c2ccccc2)(c2ccccc2)[Pd](P(c2ccccc2)(c2ccccc2)c2ccccc2)(P(c2ccccc2)(c2ccccc2)c2ccccc2)P(c2ccccc2)(c2ccccc2)c2ccccc2)cc1. Product: CCOC(=O)Cc1ccc(OC)c(-c2ncccc2C#N)c1. Reaction SMILES: [C:33](=[O:34])([O-:35])[O-:36].[CH2:1]([CH3:2])[O:3][C:4]([CH2:5][c:6]1[cH:7][c:8]([B:14]2[O:15][C:16]([CH3:17])([CH3:18])[C:19]([CH3:20])([CH3:21])[O:22]2)[c:9]([O:12][CH3:13])[cH:10][cH:11]1)=[O:23].[Cl:24][c:25]1[n:26][cH:27][cH:28][cH:29][c:30]1[C:31]#[N:32].[K+:37].[K+:38].[OH2:116].[cH:39]1[cH:40][cH:41][c:42]([P:43]([Pd:44]([P:45]([c:46]2[cH:47][cH:48][cH:49][cH:50][cH:51]2)([c:52]2[cH:53][cH:54][cH:55][cH:56][cH:57]2)[c:58]2[cH:59][cH:60][cH:61][cH:62][cH:63]2)([P:64]([c:65]2[cH:66][cH:67][cH:68][cH:69][cH:70]2)([c:71]2[cH:72][cH:73][cH:74][cH:75][cH:76]2)[c:77]2[cH:78][cH:79][cH:80][cH:81][cH:82]2)[P:83]([c:84]2[cH:85][cH:86][cH:87][cH:88][cH:89]2)([c:90]2[cH:91][cH:92][cH:93][cH:94][cH:95]2)[c:96]2[cH:97][cH:98][cH:99][cH:100][cH:101]2)([c:102]2[cH:103][cH:104][cH:105][cH:106][cH:107]2)[c:108]2[cH:109][cH:110][cH:111][cH:112][cH:113]2)[cH:114][cH:115]1>>[CH2:1]([CH3:2])[O:3][C:4]([CH2:5][c:6]1[cH:7][c:8](-[c:25]2[n:26][cH:27][cH:28][cH:29][c:30]2[C:31]#[N:32])[c:9]([O:12][CH3:13])[cH:10][cH:11]1)=[O:23]. Reactants: C1COCCO1, COC(=O)c1cc([N+](=O)[O-])ccc1Cl, CC(C)(C)[O-], [K+], Oc1ccccc1. The product is COC(=O)c1cc([N+](=O)[O-])ccc1Oc1ccccc1. RXN SMILES: [CH2:28]1[O:29][CH2:30][CH2:31][O:32][CH2:33]1.[CH3:14][O:15][C:16]([c:17]1[c:18]([Cl:26])[cH:19][cH:20][c:21]([N+:23](=[O:24])[O-:25])[cH:22]1)=[O:27].[CH3:8][C:9]([CH3:10])([O-:11])[CH3:12].[K+:13].[OH:1][c:2]1[cH:3][cH:4][cH:5][cH:6][cH:7]1>>[O:1]([c:2]1[cH:3][cH:4][cH:5][cH:6][cH:7]1)[c:18]1[c:17]([C:16]([O:15][CH3:14])=[O:27])[cH:22][c:21]([N+:23](=[O:24])[O-:25])[cH:20][cH:19]1. Reactants: CC(=O)O[BH-](OC(C)=O)OC(C)=O, CCOC(=O)COc1c(C(=O)OC)sc(-c2cccc(N)c2)c1Br, CC(=O)O, O=Cc1ccccc1, ClCCl, [Na+]. Product: CCOC(=O)COc1c(C(=O)OC)sc(-c2cccc(NCc3ccccc3)c2)c1Br. As a reaction SMILES: [C:37]([O:38][BH-:39]([O:40][C:41](=[O:42])[CH3:43])[O:44][C:45](=[O:46])[CH3:47])(=[O:48])[CH3:49].[CH3:1][O:2][C:3](=[O:4])[c:5]1[s:6][c:7](-[c:18]2[cH:19][c:20]([NH2:24])[cH:21][cH:22][cH:23]2)[c:8]([Br:17])[c:9]1[O:10][CH2:11][C:12](=[O:13])[O:14][CH2:15][CH3:16].[CH3:33][C:34](=[O:35])[OH:36].[CH:25](=[O:26])[c:27]1[cH:28][cH:29][cH:30][cH:31][cH:32]1.[Cl:51][CH2:52][Cl:53].[Na+:50]>>[CH3:1][O:2][C:3](=[O:4])[c:5]1[s:6][c:7](-[c:18]2[cH:19][c:20]([NH:24][CH2:25][c:27]3[cH:28][cH:29][cH:30][cH:31][cH:32]3)[cH:21][cH:22][cH:23]2)[c:8]([Br:17])[c:9]1[O:10][CH2:11][C:12](=[O:13])[O:14][CH2:15][CH3:16]. Starting materials: CCOC(=O)CCCn1cc(C(=O)c2ccc(OC(C(=O)O)c3ccc(CC(C)C)cc3)cc2)c2ccccc21, CC(C)Cc1ccc(N)cc1, CCN=C=NCCCN(C)C, ClCCl, Cl, On1nnc2ccccc21. Yields the product CCOC(=O)CCCn1cc(C(=O)c2ccc(OC(C(=O)Nc3ccc(CC(C)C)cc3)c3ccc(CC(C)C)cc3)cc2)c2ccccc21. RXN SMILES: [C:13](=[O:14])([OH:15])[CH:16]([O:17][c:18]1[cH:19][cH:20][c:21]([C:22](=[O:23])[c:24]2[cH:25][n:26]([CH2:33][CH2:34][CH2:35][C:36](=[O:37])[O:38][CH2:39][CH3:40])[c:27]3[cH:28][cH:29][cH:30][cH:31][c:32]23)[cH:41][cH:42]1)[c:43]1[cH:44][cH:45][c:46]([CH2:49][CH:50]([CH3:51])[CH3:52])[cH:47][cH:48]1.[CH2:53]([CH:54]([CH3:55])[CH3:56])[c:57]1[cH:58][cH:59][c:60]([NH2:61])[cH:62][cH:63]1.[CH3:2][N:3]([CH3:4])[CH2:5][CH2:6][CH2:7][N:8]=[C:9]=[N:10][CH2:11][CH3:12].[Cl:74][CH2:75][Cl:76].[ClH:1].[OH:64][n:65]1[c:66]2[cH:67][cH:68][cH:69][cH:70][c:71]2[n:72][n:73]1>>[C:13](=[O:15])([CH:16]([O:17][c:18]1[cH:19][cH:20][c:21]([C:22](=[O:23])[c:24]2[cH:25][n:26]([CH2:33][CH2:34][CH2:35][C:36](=[O:37])[O:38][CH2:39][CH3:40])[c:27]3[cH:28][cH:29][cH:30][cH:31][c:32]23)[cH:41][cH:42]1)[c:43]1[cH:44][cH:45][c:46]([CH2:49][CH:50]([CH3:51])[CH3:52])[cH:47][cH:48]1)[NH:61][c:60]1[cH:59][cH:58][c:57]([CH2:53][CH:54]([CH3:55])[CH3:56])[cH:63][cH:62]1.